Task: describe an organic reaction: reactants, conditions, products, and yield. Dataset: the Open Reaction Database (ORD), a public repository of structured organic reaction records The reactants are Cl (hydrochloric acid), C(C)(=O)OCCN(CC1=CC=C(C=C1)CN=CC1=CC(=CC=C1)[N+](=O)[O-])CCCCN(CCC)CCC ({(4-dipropylaminobutyl)-[4-(3-nitrobenzylidene)aminomethylbenzyl]amino}ethyl acetate), Cl (hydrochloric acid). Solvent: C(C)O (ethanol). Run at temperature 0 celsius, time 12 hour. Yields the product C(C)(=O)OCCN(CCCCN(CCC)CCC)CC1=CC=C(C=C1)CN ([(4-aminomethylbenzyl)-(4-dipropylaminobutyl)amino]ethyl acetate). Yield: 866.3%. As a reaction SMILES: [C:1]([O:4][CH2:5][CH2:6][N:7]([CH2:27][CH2:28][CH2:29][CH2:30][N:31]([CH2:35][CH2:36][CH3:37])[CH2:32][CH2:33][CH3:34])[CH2:8][C:9]1[CH:14]=[CH:13][C:12]([CH2:15][N:16]=CC2C=CC=C([N+]([O-])=O)C=2)=[CH:11][CH:10]=1)(=[O:3])[CH3:2].Cl>C(O)C>[C:1]([O:4][CH2:5][CH2:6][N:7]([CH2:8][C:9]1[CH:14]=[CH:13][C:12]([CH2:15][NH2:16])=[CH:11][CH:10]=1)[CH2:27][CH2:28][CH2:29][CH2:30][N:31]([CH2:32][CH2:33][CH3:34])[CH2:35][CH2:36][CH3:37])(=[O:3])[CH3:2]. Reported procedure: In a 50 ml recovery flask, 326.4 mg (0.639 mmol, 1.0 equivalent) of {(4-dipropylaminobutyl)-[4-(3-nitrobenzylidene)aminomethylbenzyl]amino}ethyl acetate (34) was dissolved in 3.3 ml of ethanol. The solution was cooled to 0° C. After the dropwise addition of 3.3 ml of a 2N hydrochloric acid aqueous solution over about five minutes, the mixture was reacted at 0° C. for three hours. After the addition of 3.3 ml of a 2N hydrochloric acid aqueous solution, the mixture was allowed to stand at 5° C. fo... Reactants: ClCCl, N#Cc1cc2c(Cl)ccnc2cc1O, CCOC(=O)N=NC(=O)OCC, c1ccc(P(c2ccccc2)c2ccccc2)cc1, OCCn1ccnn1. Yields the product N#Cc1cc2c(Cl)ccnc2cc1OCCn1ccnn1. Reaction SMILES: [CH2:54]([Cl:55])[Cl:56].[Cl:13][c:14]1[cH:15][cH:16][n:17][c:18]2[cH:19][c:20]([OH:26])[c:21]([C:24]#[N:25])[cH:22][c:23]12.[O:1]=[C:2]([O:3][CH2:4][CH3:5])[N:6]=[N:7][C:8]([O:9][CH2:10][CH3:11])=[O:12].[c:35]1([P:36]([c:37]2[cH:38][cH:39][cH:40][cH:41][cH:42]2)[c:43]2[cH:44][cH:45][cH:46][cH:47][cH:48]2)[cH:49][cH:50][cH:51][cH:52][cH:53]1.[n:27]1([CH2:32][CH2:33][OH:34])[n:28][n:29][cH:30][cH:31]1>>[Cl:13][c:14]1[cH:15][cH:16][n:17][c:18]2[cH:19][c:20]([O:26][CH2:33][CH2:32][n:27]3[n:28][n:29][cH:30][cH:31]3)[c:21]([C:24]#[N:25])[cH:22][c:23]12. Reactants: NC1=C2N=CN(C2=NC(=N1)Cl)[C@H]1[C@@H]([C@@H]([C@H](S1)[N-]C)O[Si](C)(C)C(C)(C)C)O[Si](C)(C)C(C)(C)C ((2S,3S,4R,5R)-[5-(6-amino-2-chloro-purin-9-yl)-3,4-bis(tert-butyldimethylsilanyloxy)tetrahydrothiophen-2-yl]-methyl amide), [F-].C(CCC)[N+](CCCC)(CCCC)CCCC (tetrabutylammonium fluoride), O1CCCC1 (tetrahydrofuran). Conditions: time 1 hour. Product: CNC(=O)[C@H]1S[C@H]([C@@H]([C@@H]1O)O)N1C2=NC(=NC(=C2N=C1)N)Cl ((2S,3S,4R,5R)-5-(6-amino-2-chloro-purin-9-yl)-3,4-dihydroxytetrahydrothiophene-2-carboxylic acid methyl amide). Isolated yield 69.0%. As a reaction SMILES: [NH2:1][C:2]1[N:10]=[C:9]([Cl:11])[N:8]=[C:7]2[C:3]=1[N:4]=[CH:5][N:6]2[C@@H:12]1[S:16][C@H:15]([N-]C)[C@@H:14]([O:19][Si](C(C)(C)C)(C)C)[C@H:13]1[O:27][Si](C(C)(C)C)(C)C.[F-].[CH2:36]([N+:40]([CH2:49]CCC)(CCCC)CCCC)CCC.[O:53]1CCCC1>>[CH3:36][NH:40][C:49]([C@@H:15]1[C@@H:14]([OH:19])[C@@H:13]([OH:27])[C@H:12]([N:6]2[CH:5]=[N:4][C:3]3[C:7]2=[N:8][C:9]([Cl:11])=[N:10][C:2]=3[NH2:1])[S:16]1)=[O:53] |f:1.2|. Reported procedure: 140 mg (0.24 mmol) of (2S,3S,4R,5R)-[5-(6-amino-2-chloro-purin-9-yl)-3,4-bis(tert-butyldimethylsilanyloxy)tetrahydrothiophen-2-yl]-methyl amide from the aforementioned Experimental Example 28 were dissolved in 10 mL of anhydrous tetrahydrofuran to which 0.67 mL (0.67 mmol, 1M tetrahydrofuran solution) of tetrabutylammonium fluoride was added. The reaction mixture was stirred at ambient temperature for 1 h. The reaction mixture was distilled under reduced pressure and the concentrate was purified... Reactants: COC(=O)c1ccc(C)c(C(=O)O)c1, CCN=C=NCCCN(C)C, Cl, Nc1ccc(N)nc1, On1nnc2ccccc21. Product: COC(=O)c1ccc(C)c(C(=O)Nc2ccc(N)nc2)c1. RXN SMILES: [CH3:1][O:2][C:3](=[O:4])[c:5]1[cH:6][cH:7][c:8]([CH3:14])[c:9]([C:10](=[O:11])[OH:12])[cH:13]1.[CH3:26][N:27]([CH3:28])[CH2:29][CH2:30][CH2:31][N:32]=[C:33]=[N:34][CH2:35][CH3:36].[ClH:25].[NH2:37][c:38]1[n:39][cH:40][c:41]([NH2:44])[cH:42][cH:43]1.[OH:15][n:16]1[c:17]2[c:18]([cH:19][cH:20][cH:21][cH:22]2)[n:23][n:24]1>>[CH3:1][O:2][C:3](=[O:4])[c:5]1[cH:6][cH:7][c:8]([CH3:14])[c:9]([C:10](=[O:12])[NH:44][c:41]2[cH:40][n:39][c:38]([NH2:37])[cH:43][cH:42]2)[cH:13]1. Starting materials: [N+](=O)([O-])C1=CC=C(C=C1)O (4-nitrophenol), N(=NC(=O)OCC)C(=O)OCC (diethyl azodicarboxylate), C1(=CC=CC=C1)P(C1=CC=CC=C1)C1=CC=CC=C1 (triphenylphosphine), CN(CCCO)C (3-(Dimethylamino)propanol). The solvent is TBF. Reaction conditions: time 18 hour. The product is CN(C)CCCOC1=CC=C(C=C1)[N+](=O)[O-] (N,N-Dimethyl-3-(4-nitrophenoxy)propylamine). Yield: 49.2%. As a reaction SMILES: N(C(OCC)=O)=NC(OCC)=O.C1(P(C2C=CC=CC=2)C2C=CC=CC=2)C=CC=CC=1.[CH3:32][N:33]([CH3:38])[CH2:34][CH2:35][CH2:36][OH:37].[N+:39]([C:42]1[CH:47]=[CH:46][C:45](O)=[CH:44][CH:43]=1)([O-:41])=[O:40]>>[CH3:32][N:33]([CH2:34][CH2:35][CH2:36][O:37][C:45]1[CH:46]=[CH:47][C:42]([N+:39]([O-:41])=[O:40])=[CH:43][CH:44]=1)[CH3:38]. Procedure: A stirred solution of diethyl azodicarboxylate (4.6 ml, 0.029 mole) and triphenylphosphine (7.60 g, 0.029 mole) in dry TBF (100 ml) was cooled to 0° C. 3-(Dimethylamino)propanol (3.43 ml, 0.029 mole) was added, followed by 4-nitrophenol (4.0 g, 0.029 mole) and the reaction mixture was stirred for 18 h at room temperature. The solvent was removed in vacuo, and the residue partitioned between 5N HCl and ethyl acetate. The aqueous layer was basified with 10% NaOH solution and extracted into ethyl a... Reactants: CI, CS(C)=O, COC(=O)CCc1ccc(N2CCN(c3ccc(CN)cc3)C2=O)cc1. Product: CNCc1ccc(N2CCN(c3ccc(CCC(=O)OC)cc3)C2=O)cc1. As a reaction SMILES: [CH3:27][I:28].[CH3:29][S:30]([CH3:31])=[O:32].[NH2:1][CH2:2][c:3]1[cH:4][cH:5][c:6]([N:9]2[C:10](=[O:26])[N:11]([c:14]3[cH:15][cH:16][c:17]([CH2:20][CH2:21][C:22](=[O:23])[O:24][CH3:25])[cH:18][cH:19]3)[CH2:12][CH2:13]2)[cH:7][cH:8]1>>[NH:1]([CH2:2][c:3]1[cH:4][cH:5][c:6]([N:9]2[C:10](=[O:26])[N:11]([c:14]3[cH:15][cH:16][c:17]([CH2:20][CH2:21][C:22](=[O:23])[O:24][CH3:25])[cH:18][cH:19]3)[CH2:12][CH2:13]2)[cH:7][cH:8]1)[CH3:27]. Starting materials: [OH-].[Na+] (sodium hydroxide), CO (methanol), C(C)OC(CC1=C(C=C(C=C1)C#CC=1C=C2C(CC(OC2=C(C1)C1CC1)(C)C)(C)C)F)=O ([4-(8-cyclopropyl-2,2,4,4-tetramethyl-chroman-6-yl-ethynyl)-2-fluorophenyl]acetic acid ethyl ester), C(C)OC(CC1=C(C=C(C=C1)C#CC=1C=C2C(CC(OC2=C(C1)C1CC1)(C)C)(C)C)F)=O ([4-(8-cyclopropyl-2,2,4,4-tetramethyl-chroman-6-yl-ethynyl)-2-fluorophenyl]acetic acid ethyl ester), O (water). Solvent: C(C)#N (acetonitrile). Yields the product C1(CC1)C=1C=C(C=C2C(CC(OC12)(C)C)(C)C)CCC1=CC(=C(C=C1)CC(=O)O)F ([4-(8-Cyclopropyl-2,2,4,4-tetramethyl-chroman-6-yl-ethyl)-2-fluorophenyl]acetic Acid), solid. Isolated yield 80.0%. RXN SMILES: C([O:3][C:4](=[O:32])[CH2:5][C:6]1[CH:11]=[CH:10][C:9]([C:12]#[C:13][C:14]2[CH:15]=[C:16]3[C:21](=[C:22]([CH:24]4[CH2:26][CH2:25]4)[CH:23]=2)[O:20][C:19]([CH3:28])([CH3:27])[CH2:18][C:17]3([CH3:30])[CH3:29])=[CH:8][C:7]=1[F:31])C.CO.[OH-].[Na+].O>C(#N)C>[CH:24]1([C:22]2[CH:23]=[C:14]([CH2:13][CH2:12][C:9]3[CH:10]=[CH:11][C:6]([CH2:5][C:4]([OH:32])=[O:3])=[C:7]([F:31])[CH:8]=3)[CH:15]=[C:16]3[C:21]=2[O:20][C:19]([CH3:27])([CH3:28])[CH2:18][C:17]3([CH3:30])[CH3:29])[CH2:25][CH2:26]1 |f:2.3|. Procedure details: Following general procedure L and using [4-(8-cyclopropyl-2,2,4,4-tetramethyl-chroman-6-yl-ethynyl)-2-fluorophenyl]acetic acid ethyl ester (Compound 37, 0.14 g, 0.323 mmol), 5 mL of methanol and 1M sodium hydroxide solution (2 mL) followed by reverse phase HPLC using 10% water in acetonitrile as the mobile phase, the title compound was obtained as a solid (0.110 g, 80%).